Dataset: the Open Reaction Database (ORD), a public repository of structured organic reaction records. Task: describe an organic reaction: reactants, conditions, products, and yield The reactants are O (Water), C(CC=C)C1=NC=2N(C(=C1)OCC1=CC=NC=C1)N=CC2 (5-(3-butenyl)-7-(4-pyridylmethoxy)-pyrazolo[1,5-a]pyrimidine), C(CC=C)C1=NC=2N(C(=C1)OCC1=CC=NC=C1)N=CC2 (5-(3-butenyl)-7-(4-pyridylmethoxy)-pyrazolo[1,5-a]pyrimidine), C1CC(=O)N(C1=O)Br (NBS). The solvent is C(OC)COC.O (dimethoxyethane water). Conditions: temperature 0 celsius, time 1 hour. The product is BrC=1C=NN2C1N=C(C=C2OCC2=CC=NC=C2)CCC=C (3-bromo-5-(3-butenyl)-7-(4-pyridyl-methoxy)pyrazolo[1,5-a]pyrimidine). RXN SMILES: [CH2:1]([C:5]1[CH:10]=[C:9]([O:11][CH2:12][C:13]2[CH:18]=[CH:17][N:16]=[CH:15][CH:14]=2)[N:8]2[N:19]=[CH:20][CH:21]=[C:7]2[N:6]=1)[CH2:2][CH:3]=[CH2:4].C1C(=O)N([Br:29])C(=O)C1.O>C(COC)OC.O>[Br:29][C:21]1[CH:20]=[N:19][N:8]2[C:9]([O:11][CH2:12][C:13]3[CH:18]=[CH:17][N:16]=[CH:15][CH:14]=3)=[CH:10][C:5]([CH2:1][CH2:2][CH:3]=[CH2:4])=[N:6][C:7]=12 |f:3.4|. Procedure: 5-(3-Butenyl)-7-(4-pyridylmethoxy)pyrazolo[1,5-a]pyrimidine (compound of Example 1), 500 mg, was dissolved in 10 ml of dimethoxyethane-water (3:1). The solution was cooled to 0° C. and 380 mg of NBS was added. The mixture was stirred at 0° C. for 1 hour and further stirred at room temperature for 1 hour. Water was added to the reaction mixture and the crystals precipitated were collected by filtration. The crude crystals were recrystallized from dichloromethane-n-hexane to provide 440 mg of the ... The reactants are Cl (HCl), C(C)OC(/C(=C(/C=C/C(=C(/C)\C1=CC=2C(CCC(C2C=C1OCCC)(C)C)(C)C)/F)\C)/F)=O ((2Z,4E,6E)-2,6-difluoro-3-methyl-7-(5,5,8,8-tetramethyl-3-propoxy-5,6,7,8-tetrahydro-naphthalen-2-yl)-octa-2,4,6-trienoic acid ethyl ester), C(C)OC(/C(=C(/C=C/C(=C(/C)\C1=CC=2C(CCC(C2C=C1OCCC)(C)C)(C)C)/F)\C)/F)=O ((2Z,4E,6E)-2,6-difluoro-3-methyl-7-(5,5,8,8-tetramethyl-3-propoxy-5,6,7,8-tetrahydro-naphthalen-2-yl)-octa-2,4,6-trienoic acid ethyl ester), [OH-].[Na+] (NaOH). Run in CCO (EtOH). Run at temperature 60 celsius. Yields the product F\C(\C(=O)O)=C(/C=C/C(=C(/C)\C1=CC=2C(CCC(C2C=C1OCCC)(C)C)(C)C)/F)\C ((2Z,4E,6E)-2,6-Difluoro-3-methyl-7-(5,5,8,8-tetramethyl-3-propoxy-5,6,7,8-tetrahydro-naphthalen-2-yl)-octa-2,4,6-trienoic acid). The yield is 71.9%. RXN SMILES: C([O:3][C:4](=[O:33])/[C:5](/[F:32])=[C:6](\[CH3:31])/[CH:7]=[CH:8]/[C:9](/[F:30])=[C:10](\[C:12]1[C:21]([O:22][CH2:23][CH2:24][CH3:25])=[CH:20][C:19]2[C:18]([CH3:27])([CH3:26])[CH2:17][CH2:16][C:15]([CH3:29])([CH3:28])[C:14]=2[CH:13]=1)/[CH3:11])C.[OH-].[Na+].Cl>CCO>[F:32]/[C:5](=[C:6](/[CH3:31])\[CH:7]=[CH:8]\[C:9](\[F:30])=[C:10](/[C:12]1[C:21]([O:22][CH2:23][CH2:24][CH3:25])=[CH:20][C:19]2[C:18]([CH3:27])([CH3:26])[CH2:17][CH2:16][C:15]([CH3:29])([CH3:28])[C:14]=2[CH:13]=1)\[CH3:11])/[C:4]([OH:33])=[O:3] |f:1.2|. Reported procedure: To a solution of (2Z,4E,6E)-2,6-difluoro-3-methyl-7-(5,5,8,8-tetramethyl-3-propoxy-5,6,7,8-tetrahydro-naphthalen-2-yl)-octa-2,4,6-trienoic acid ethyl ester (Compound 10, 82 mg, 0.18 mmol) in EtOH (2 mL) was added 1M NaOH (1.0 mL). The mixture was heated to 60° C. for 2 h and was cooled to ambient temperature, acidified with 1M HCl, and extracted with EtOAc (×3). The combined organic layer was washed with brine, dried over Na2SO4, and concentrated in vacuo. The residue was purified by flash colum...